From a dataset of the Open Reaction Database (ORD), a public repository of structured organic reaction records. describe an organic reaction: reactants, conditions, products, and yield Starting materials: [BH4-], COc1cc2nccc(Oc3ccc(N4CC(C(=O)c5ccccc5)CC4=O)cc3F)c2cc1OC, CO, [Na+]. Yields the product COc1cc2nccc(Oc3ccc(N4CC(C(O)c5ccccc5)CC4=O)cc3F)c2cc1OC. As a reaction SMILES: [BH4-:37].[C:1]([c:2]1[cH:3][cH:4][cH:5][cH:6][cH:7]1)(=[O:8])[CH:9]1[CH2:10][C:11](=[O:36])[N:12]([c:14]2[cH:15][c:16]([F:35])[c:17]([O:20][c:21]3[cH:22][cH:23][n:24][c:25]4[cH:26][c:27]([O:33][CH3:34])[c:28]([O:31][CH3:32])[cH:29][c:30]34)[cH:18][cH:19]2)[CH2:13]1.[CH3:39][OH:40].[Na+:38]>>[CH:1]([c:2]1[cH:3][cH:4][cH:5][cH:6][cH:7]1)([OH:8])[CH:9]1[CH2:10][C:11](=[O:36])[N:12]([c:14]2[cH:15][c:16]([F:35])[c:17]([O:20][c:21]3[cH:22][cH:23][n:24][c:25]4[cH:26][c:27]([O:33][CH3:34])[c:28]([O:31][CH3:32])[cH:29][c:30]34)[cH:18][cH:19]2)[CH2:13]1. The reactants are CO, C[O-], Cl, NO, [Na+], [Na], N#CCS(=O)(=O)c1ccc2ccccc2c1. Yields the product NC(CS(=O)(=O)c1ccc2ccccc2c1)=NO. As a reaction SMILES: [CH3:24][OH:25].[CH3:4][O-:5].[ClH:1].[NH2:2][OH:3].[Na+:6].[Na:7].[cH:8]1[c:9]([S:18](=[O:19])(=[O:20])[CH2:21][C:22]#[N:23])[cH:10][cH:11][c:12]2[cH:13][cH:14][cH:15][cH:16][c:17]12>>[N:2]([OH:3])=[C:22]([CH2:21][S:18]([c:9]1[cH:8][c:17]2[c:12]([cH:11][cH:10]1)[cH:13][cH:14][cH:15][cH:16]2)(=[O:19])=[O:20])[NH2:23]. Starting materials: BrC1=CC=C(C=C1)C1=C(C(=CS1)C(C)=NNC(=S)N1CCN(CC1)CCC(=O)OC)O (methyl 3-[4-{1-[5-(4-bromophenyl)-4-hydroxythiophen-3-yl]-ethylidene-hydrazinothiocarbonyl}-piperazin-1-yl]propionate). Solvent: C(C)O (ethanol). Yields the product BrC1=CC=C(C=C1)C1=C(C(=CS1)C(C)=NNC(=S)N1CCN(CC1)CCC(=O)O)O (3-[4-{1-[5-(4-bromophenyl)-4-hydroxythiophen-3-yl]-ethylidene-hydrazinothiocarbonyl}-piperazin-1-yl]propionic acid). Yield: 55.0%. RXN SMILES: [Br:1][C:2]1[CH:7]=[CH:6][C:5]([C:8]2[S:12][CH:11]=[C:10]([C:13](=[N:15][NH:16][C:17]([N:19]3[CH2:24][CH2:23][N:22]([CH2:25][CH2:26][C:27]([O:29]C)=[O:28])[CH2:21][CH2:20]3)=[S:18])[CH3:14])[C:9]=2[OH:31])=[CH:4][CH:3]=1>C(O)C>[Br:1][C:2]1[CH:7]=[CH:6][C:5]([C:8]2[S:12][CH:11]=[C:10]([C:13](=[N:15][NH:16][C:17]([N:19]3[CH2:24][CH2:23][N:22]([CH2:25][CH2:26][C:27]([OH:29])=[O:28])[CH2:21][CH2:20]3)=[S:18])[CH3:14])[C:9]=2[OH:31])=[CH:4][CH:3]=1. Procedure details: The hydrolysis procedure in Synthetic Example 2 was followed using methyl 3-[4-{1-[5-(4-bromophenyl)-4-hydroxythiophen-3-yl]-ethylidene-hydrazinothiocarbonyl}-piperazin-1-yl]propionate and ethanol as the solvent to give the desired product (yield 55%). Procedure: To compound (3d) (8.0 g, 49.3 mmol) in anhydrous methanol (50 ml) was added methyl 3-aminocrotonate (5.68 g, 49.3 mmol), methyl acetoacetate (5.72 g, 49.3 mmol), and concentrated ammonium hydroxide (1 ml) and the resulting solution heated at reflux under nitrogen for 4 days. The solvent was removed in vacuo and the residual material triturated with ether (20 ml) to give compound (3e) as a pale, yellowish solid, mp 141°-143°. The reactants are C(=C)C1=C(C=O)C=C(C=C1)OC (2-Ethenyl-5-methoxybenzaldehyde), N\C(=C/C(=O)OC)\C (methyl 3-aminocrotonate), C(CC(=O)C)(=O)OC (methyl acetoacetate), [OH-].[NH4+] (ammonium hydroxide). Run in CO (methanol). Product: CC=1NC(=C(C(C1C(=O)OC)C1=C(C=CC(=C1)OC)C=C)C(=O)OC)C (Dimethyl 2,6-dimethyl-4-(2-ethenyl-5-methoxyphenyl)-1,4-dihydropyridine-3,5-dicarboxylate). RXN SMILES: [CH:1]([C:3]1[CH:10]=[CH:9][C:8]([O:11][CH3:12])=[CH:7][C:4]=1[CH:5]=O)=[CH2:2].[NH2:13]/[C:14](/[CH3:20])=[CH:15]\[C:16]([O:18][CH3:19])=[O:17].[C:21]([O:27][CH3:28])(=[O:26])[CH2:22][C:23]([CH3:25])=O.[OH-].[NH4+]>CO>[CH3:20][C:14]1[NH:13][C:23]([CH3:25])=[C:22]([C:21]([O:27][CH3:28])=[O:26])[CH:5]([C:4]2[CH:7]=[C:8]([O:11][CH3:12])[CH:9]=[CH:10][C:3]=2[CH:1]=[CH2:2])[C:15]=1[C:16]([O:18][CH3:19])=[O:17] |f:3.4|. Reactants: C(\C=C/C(=O)O)(=O)O (maleic acid), 1-[1-(2′-fluoro-11′-biphenyl-3-yl)-2-piperazin-1-ylethyl]cyclohexanol dihydrochloride, FC1=C(C=CC=C1)C1=CC(=CC=C1)C(CN1CCN(CC1)C(=O)OC(C)(C)C)C1(CCCCC1)O (tert-butyl 4-[2-(2′-fluoro-biphenyl-3-yl)-2-(1-hydroxycyclohexyl)ethyl]piperazine-1-carboxylate), C([O-])([O-])=O.[K+].[K+] (potassium carbonate). The solvent is CO (methanol). Yields the product C(\C=C/C(=O)O)(=O)O.FC1=C(C=CC=C1)C1=CC(=CC=C1)C(CN1CCNCC1)C1(CCCCC1)O (1-[1-(2′-fluoro-1,1′-biphenyl-3-yl)-2-piperazin-1-ylethyl]cyclohexanol maleate). Reaction SMILES: [F:1][C:2]1[CH:7]=[CH:6][CH:5]=[CH:4][C:3]=1[C:8]1[CH:13]=[CH:12][CH:11]=[C:10]([CH:14]([C:29]2([OH:35])[CH2:34][CH2:33][CH2:32][CH2:31][CH2:30]2)[CH2:15][N:16]2[CH2:21][CH2:20][N:19](C(OC(C)(C)C)=O)[CH2:18][CH2:17]2)[CH:9]=1.C(=O)([O-])[O-].[K+].[K+].[C:42]([OH:49])(=[O:48])/[CH:43]=[CH:44]\[C:45]([OH:47])=[O:46]>CO>[C:42]([OH:49])(=[O:48])/[CH:43]=[CH:44]\[C:45]([OH:47])=[O:46].[F:1][C:2]1[CH:7]=[CH:6][CH:5]=[CH:4][C:3]=1[C:8]1[CH:13]=[CH:12][CH:11]=[C:10]([CH:14]([C:29]2([OH:35])[CH2:30][CH2:31][CH2:32][CH2:33][CH2:34]2)[CH2:15][N:16]2[CH2:17][CH2:18][NH:19][CH2:20][CH2:21]2)[CH:9]=1 |f:1.2.3,6.7|. Procedure: In an analogous manner to Example 135, step 4 1-[1-(2′-fluoro-11′-biphenyl-3-yl)-2-piperazin-1-ylethyl]cyclohexanol dihydrochloride was prepared from tert-butyl 4-[2-(2′-fluoro-biphenyl-3-yl)-2-(1-hydroxycyclohexyl)ethyl]piperazine-1-carboxylate. The compound was neutralized with 10% aqueous potassium carbonate, and the residue dissolved in methanol. One equivalent of maleic acid was then added and the solution was concentrated. The product was triturated with diethyl ether to yield 1-[1-(2′-flu... Reactants: C=CCOC(=O)N1CC(C(C)(C)C)CC1(C=O)O[SiH](C)C, C1CCOC1, COC(=O)C=P(c1ccccc1)(c1ccccc1)c1ccccc1. Yields the product C=CCOC(=O)N1CC(C(C)(C)C)CC1(C=CC(=O)OC)O[SiH](C)C. As a reaction SMILES: [CH2:1]([CH:2]=[CH2:3])[O:4][C:5](=[O:6])[N:7]1[C:8]([CH:16]=[O:17])([O:18][SiH:19]([CH3:20])[CH3:21])[CH2:9][CH:10]([C:12]([CH3:13])([CH3:14])[CH3:15])[CH2:11]1.[O:46]1[CH2:47][CH2:50][CH2:49][CH2:48]1.[c:22]1([P:23]([c:24]2[cH:25][cH:26][cH:27][cH:28][cH:29]2)([c:30]2[cH:31][cH:32][cH:33][cH:34][cH:35]2)=[CH:41][C:42](=[O:43])[O:44][CH3:45])[cH:36][cH:37][cH:38][cH:39][cH:40]1>>[CH2:1]([CH:2]=[CH2:3])[O:4][C:5](=[O:6])[N:7]1[C:8]([O:18][SiH:19]([CH3:20])[CH3:21])([CH:47]=[CH:41][C:42](=[O:43])[O:44][CH3:45])[CH2:9][CH:10]([C:12]([CH3:13])([CH3:14])[CH3:15])[CH2:11]1. The reactants are [Sn](Cl)(Cl)(Cl)Cl (Tin (IV) chloride), CC1=C(C=CC=C1)SC (1-methyl-2-(methylthio)benzene), COC(Cl)Cl (α,α-Dichloromethyl methyl ether). Solvent: ClCCl (dichloromethane). Reaction conditions: time 1 hour. Product: CC=1C=C(C=O)C=CC1SC (3-methyl-4-(methylthio)benzaldehyde). The yield is 53.9%. As a reaction SMILES: [Sn](Cl)(Cl)(Cl)Cl.[CH3:6][C:7]1[CH:12]=[CH:11][CH:10]=[CH:9][C:8]=1[S:13][CH3:14].[CH3:15][O:16]C(Cl)Cl>ClCCl>[CH3:6][C:7]1[CH:12]=[C:11]([CH:10]=[CH:9][C:8]=1[S:13][CH3:14])[CH:15]=[O:16]. Reported procedure: Tin (IV) chloride (13.6 ml, 0.116 mol) was added to an ice-bath cooled solution of 1-methyl-2-(methylthio)benzene (10 g, 0.073 mol) in anhydrous dichloromethane (200 ml) under nitrogen and stirred for a further 2 hours at 0° C. α,α-Dichloromethyl methyl ether (6.56 ml, 0.073 mol) was introduced and the reaction stirred for 1 hour at <10° C. before the cooling was removed. After attaining room temperature, the reaction mixture was poured into ice/water (400 ml), stirred and then extracted with di... Starting materials: C(=O)([O-])[O-].[Cs+].[Cs+] (Cs2CO3), Cl (HCl), COC(C(CS(=O)(=O)C)NC(=O)OC(C)(C)C)=O (2-tert-Butoxycarbonylamino-3-methylsulfonylpropanoic acid methyl ester), BrC1=CC=C(C=C1)S (4-bromobenzenthiol). Solvent: CN(C)C=O (DMF), C(C)(=O)OCC (ethyl acetate). Reaction conditions: time 2 hour. The product is COC(C(CSC1=CC=C(C=C1)Br)NC(=O)OC(C)(C)C)=O (2-tert-Butoxycarbonylamino-3-(4-bromophenylsulfanyl)-propanoic acid methyl ester). The yield is 76.0%. Reaction SMILES: [CH3:1][O:2][C:3](=[O:18])[CH:4]([NH:10][C:11]([O:13][C:14]([CH3:17])([CH3:16])[CH3:15])=[O:12])[CH2:5][S:6]([CH3:9])(=O)=O.[Br:19][C:20]1[CH:25]=[CH:24]C(S)=[CH:22][CH:21]=1.C([O-])([O-])=O.[Cs+].[Cs+].Cl>CN(C=O)C.C(OCC)(=O)C>[CH3:1][O:2][C:3](=[O:18])[CH:4]([NH:10][C:11]([O:13][C:14]([CH3:17])([CH3:16])[CH3:15])=[O:12])[CH2:5][S:6][C:9]1[CH:24]=[CH:25][C:20]([Br:19])=[CH:21][CH:22]=1 |f:2.3.4|. Procedure: Solution of 2-tert-Butoxycarbonylamino-3-methylsulfonylpropanoic acid methyl ester (0.86 g, 2.89 mmol) and 4-bromobenzenthiol (0.56 g, 2.89 mmol) in DMF (10 mL) was cooled to at 0° C. and treated with Cs2CO3 (1.1 g, 3.2 mmol). After stirring at room temperature for 2 h, the reaction was acidified with 5% HCl (15 mL) and diluted with ethyl acetate (25 mL). After separation, the aqueous layer was extracted with ethyl acetate (3×15 mL) and the combined organic layers were washed with sat. aq NaCl, ...